Task: describe an organic reaction: reactants, conditions, products, and yield. Dataset: the Open Reaction Database (ORD), a public repository of structured organic reaction records The reactants are ClC=1C=CC2=C(C(=NCC(=N2)NN=C(CCCN(CC)CC)C(=O)O)C2=CC=CC=C2)C1 (7-chloro-2-[[1-carboxy-4-(diethylamino)butylidene]hydrazino]-5-phenyl-3H-1,4-benzodiazepine), [N+](=[N-])=C (diazomethane). Run in C(Cl)Cl (CH2Cl2). Yields the product ClC=1C=CC2=C(C(=NCC(=N2)NN=C(CCCN(CC)CC)C(=O)OC)C2=CC=CC=C2)C1 (7-chloro-2-[[1-(methoxycarbonyl)-4-(diethylamino)-butylidene]hydrazino]-5-phenyl-3H-1,4-benzodiazepine). RXN SMILES: [Cl:1][C:2]1[CH:3]=[CH:4][C:5]2[N:11]=[C:10]([NH:12][N:13]=[C:14]([C:23]([OH:25])=[O:24])[CH2:15][CH2:16][CH2:17][N:18]([CH2:21][CH3:22])[CH2:19][CH3:20])[CH2:9][N:8]=[C:7]([C:26]3[CH:31]=[CH:30][CH:29]=[CH:28][CH:27]=3)[C:6]=2[CH:32]=1.[N+](=[CH2:35])=[N-]>C(Cl)Cl>[Cl:1][C:2]1[CH:3]=[CH:4][C:5]2[N:11]=[C:10]([NH:12][N:13]=[C:14]([C:23]([O:25][CH3:35])=[O:24])[CH2:15][CH2:16][CH2:17][N:18]([CH2:21][CH3:22])[CH2:19][CH3:20])[CH2:9][N:8]=[C:7]([C:26]3[CH:27]=[CH:28][CH:29]=[CH:30][CH:31]=3)[C:6]=2[CH:32]=1. Procedure: A solution of 7-chloro-2-[[1-carboxy-4-(diethylamino)butylidene]hydrazino]-5-phenyl-3H-1,4-benzodiazepine in CH2Cl2 (10 ml.) is treated with stirring under N2, with an ethereal solution of diazomethane (5 ml., 0.3 M). After 1/2 hour the solution is concentrated in vacuo giving 7-chloro-2-[[1-(methoxycarbonyl)-4-(diethylamino)-butylidene]hydrazino]-5-phenyl-3H-1,4-benzodiazepine as an oil, the nmr of which confirmed the structure. Nmr (CDCl3) δ 0.95 (t, 3, CH2CH3) 1.82 (m, 2, CH2CH2CH2); 2.50 (m,...